From a dataset of the Open Reaction Database (ORD), a public repository of structured organic reaction records. describe an organic reaction: reactants, conditions, products, and yield Starting materials: C(C)[C@]12[C@](CC[C@H]2[C@H]2[C@H](CC1)[C@H]1CCC(C=C1CC2)=O)(O)C#C (13β-ethyl-17α-ethynyl-17β-hydroxy-gon-4-en-3-one), [H][H] (hydrogen), [H][H] (hydrogen). Reagents/catalysts: C([O-])([O-])=O.[Ca+2].[Pd+2].C([O-])([O-])=O (palladium-calcium carbonate). Run in N1=CC=CC=C1 (pyridine). Product: C(C)[C@]12[C@](CC[C@H]2[C@H]2[C@H](CC1)[C@H]1CCC(C=C1CC2)=O)(O)C=C (13β-Ethyl-17α -vinyl-17β-hydroxy-gon-4-en-3-one). RXN SMILES: [CH2:1]([C@:3]12[CH2:11][CH2:10][C@@H:9]3[C@@H:12]4[C:17]([CH2:18][CH2:19][C@H:8]3[C@@H:7]1[CH2:6][CH2:5][C@:4]2([C:22]#[CH:23])[OH:21])=[CH:16][C:15](=[O:20])[CH2:14][CH2:13]4)[CH3:2].[H][H]>N1C=CC=CC=1.C(=O)([O-])[O-].[Ca+2].[Pd+2].C(=O)([O-])[O-]>[CH2:1]([C@:3]12[CH2:11][CH2:10][C@@H:9]3[C@@H:12]4[C:17]([CH2:18][CH2:19][C@H:8]3[C@@H:7]1[CH2:6][CH2:5][C@:4]2([CH:22]=[CH2:23])[OH:21])=[CH:16][C:15](=[O:20])[CH2:14][CH2:13]4)[CH3:2] |f:3.4.5.6|. Procedure details: Shake 13β-ethyl-17α-ethynyl-17β-hydroxy-gon-4-en-3-one (0.5 g.) in pyridine (20 cc.) containing a 2% palladium-calcium carbonate catalyst (150 mg.) with hydrogen at atmospheric pressure until one molecular equivalent of hydrogen has been absorbed. Recrystallise the product twice from ether-hexane and dry for 4 hours at 65°/.005 mm. to yield the title compound, m.p. 108°-111°; ultraviolet absorption peak at 240 (ε15,200); infrared absorption peak at 10.9μ. The reactants are crude product, C1(=CC=CC=C1)NC1=CC2=C(OC3=C(O2)C=CC(=C3)NC3=CC=CC=C3)C=C1 (2,7-bis(phenylamino)dibenzodioxin), BrC1=CC=CC2=CC=CC=C12 (1-bromonaphthalene), CC(C)([O-])C.[Na+] (sodium tert-butoxide), C=1(C(=CC=CC1)C)C (xylene), C(C)(C)(C)P(C(C)(C)C)C(C)(C)C (tri-tert-butylphosphine), C=1(C(=CC=CC1)C)C (xylene). The reagents and catalysts are C(C)(=O)[O-].[Pd+2].C(C)(=O)[O-] (palladium (II) acetate). Solvent: O (water), C(C)(=O)OCC (ethyl acetate). Reaction conditions: temperature 80 celsius. The product is C1(=CC=CC2=CC=CC=C12)N(C1=CC=CC=C1)C1=CC2=C(OC3=C(O2)C=CC(=C3)N(C3=CC=CC2=CC=CC=C32)C3=CC=CC=C3)C=C1 (2,7-bis(N-1-naphthyl-N-phenylamino)dibenzodioxin). The yield is 38.5%. RXN SMILES: [C:1](P(C(C)(C)C)C(C)(C)C)(C)(C)[CH3:2].[C:14]1([NH:20][C:21]2[CH:41]=[CH:40][C:24]3[O:25][C:26]4[CH:32]=[C:31]([NH:33][C:34]5[CH:39]=[CH:38][CH:37]=[CH:36][CH:35]=5)[CH:30]=[CH:29][C:27]=4[O:28][C:23]=3[CH:22]=2)[CH:19]=[CH:18][CH:17]=[CH:16][CH:15]=1.Br[C:43]1[C:52]2[C:47](=[CH:48][CH:49]=[CH:50][CH:51]=2)[CH:46]=[CH:45][CH:44]=1.CC(C)([O-])C.[Na+].[C:59]1([CH3:66])[C:60]([CH3:65])=[CH:61][CH:62]=[CH:63][CH:64]=1>C([O-])(=O)C.[Pd+2].C([O-])(=O)C.C(OCC)(=O)C.O>[C:43]1([N:20]([C:21]2[CH:41]=[CH:40][C:24]3[O:25][C:26]4[CH:32]=[C:31]([N:33]([C:34]5[CH:35]=[CH:36][CH:37]=[CH:38][CH:39]=5)[C:65]5[C:60]6[C:59](=[CH:64][CH:63]=[CH:62][CH:61]=6)[CH:66]=[CH:2][CH:1]=5)[CH:30]=[CH:29][C:27]=4[O:28][C:23]=3[CH:22]=2)[C:14]2[CH:19]=[CH:18][CH:17]=[CH:16][CH:15]=2)[C:52]2[C:47](=[CH:48][CH:49]=[CH:50][CH:51]=2)[CH:46]=[CH:45][CH:44]=1 |f:3.4,6.7.8|. Procedure: To a solution of 0.161 g (0.715 millimole) of palladium (II) acetate in 20 ml of xylene was added 0.58 g (2.86 millimoles) of tri-tert-butylphosphine and the mixture was heated at 80° C. for 30 minutes with stirring. This solution was transferred into a solution heated at 80° C. of 5.24 g (0.0143 mole) of 2,7-bis(phenylamino)dibenzodioxin, 7.41 g (0.0358 mole) of 1-bromonaphthalene, and 5.77 g (0.06 mole) of sodium tert-butoxide in 260 ml of xylene. The mixture was heated up to 135° C. and heate... Reactants: [N-]=[N+]=[N-].[Na+] (Sodium azide), BrCC1=CC=C(CC2=CC=C(C=C2)[N+](=O)[O-])C=C1 (4-(4-bromomethylbenzyl)-nitrobenzene), O (water). The solvent is CN(C=O)C (N,N-dimethylformamide). Reaction conditions: time 2 hour. Yields the product N(=[N+]=[N-])CC1=CC=C(CC2=CC=C(C=C2)[N+](=O)[O-])C=C1 (4-(4-azidomethylbenzyl)-nitrobenzene). The yield is 62.3%. RXN SMILES: [N-:1]=[N+:2]=[N-:3].[Na+].Br[CH2:6][C:7]1[CH:22]=[CH:21][C:10]([CH2:11][C:12]2[CH:17]=[CH:16][C:15]([N+:18]([O-:20])=[O:19])=[CH:14][CH:13]=2)=[CH:9][CH:8]=1.O>CN(C)C=O>[N:1]([CH2:6][C:7]1[CH:8]=[CH:9][C:10]([CH2:11][C:12]2[CH:17]=[CH:16][C:15]([N+:18]([O-:20])=[O:19])=[CH:14][CH:13]=2)=[CH:21][CH:22]=1)=[N+:2]=[N-:3] |f:0.1|. Procedure: Sodium azide (210 mg, 1.15 eq) was added to a solution of 4-(4-bromomethylbenzyl)-nitrobenzene (901 mg) in N,N-dimethylformamide (10 mL). The reaction mixture was stirred at room temperature for 2 hours, poured into water, and extracted with diethyl ether (3×). The organic phase was washed with water (3×), dried (MgSO4), and evaporated to dryness. Chromatography on silica gel, eluting with hexane/ethyl acetate, gave 4-(4-azidomethylbenzyl)-nitrobenzene (492 mg, 62%) as a yellow oil. Starting materials: hydrocarbon, C(C)(C)O (isopropyl alcohol), C1CCCCCCC1 (cyclooctane), C1=CC=CC=C1 (benzene), [H][H] (hydrogen). Product: C(C1=CC=CC=C1)O (benzyl alcohol), C(C1=CC=CC=C1)=O (benzaldehyde), C1(=CC=CC=C1)C1=CC=CC=C1 (biphenyl). Reaction SMILES: [CH:1]1[CH:6]=[CH:5][CH:4]=[CH:3][CH:2]=1.[CH2:7]1[CH2:14][CH2:13][CH2:12][CH2:11][CH2:10][CH2:9][CH2:8]1.[H][H].[CH:17]([OH:20])(C)C>>[CH2:17]([OH:20])[C:1]1[CH:6]=[CH:5][CH:4]=[CH:3][CH:2]=1.[CH:7](=[O:20])[C:14]1[CH:9]=[CH:10][CH:11]=[CH:12][CH:13]=1.[C:10]1([C:9]2[CH:8]=[CH:3][CH:2]=[CH:1][CH:6]=2)[CH:11]=[CH:12][CH:13]=[CH:14][CH:7]=1. Procedure: The experimental procedure was substantially the same as in Example 1 except that the amount of benzene as the starting hydrocarbon compound was decreased to 12 ml while 13.8 ml of isopropyl alcohol were replaced with 18 ml of cyclooctane as the hydrogen donor compound. The result of the analysis of the reaction mixture after completion of the reaction was that the molar yields of benzyl alcohol, benzaldehyde and biphenyl were 6624%, 350% and 8%, respectively, based on the molar amount of the rh... The reactants are C1CCOC1 (THF), FC=1C=C(C=CC1)C1=CC(=C(C=N1)N1C(C=CC2=CC(=CC=C12)S(=O)(=O)OC1=C(C(=C(C(=C1F)F)F)F)F)=O)OC (perfluorophenyl 1-(6-(3-fluorophenyl)-4-methoxypyridin-3-yl)-2-oxo-1,2-dihydroquinoline-6-sulfonate), NC1=NOC=C1 (3-aminoisoxazole), C[Si](C)(C)[N-][Si](C)(C)C.[Li+] (lithium bis(trimethylsilyl)amide), solution, C1CCOC1 (THF). Solvent: C(Cl)Cl (DCM), CCOC(=O)C.CCO (EtOAc EtOH). Conditions: temperature 0 celsius, time 20 minute. The product is FC=1C=C(C=CC1)C1=CC(=C(C=N1)N1C(C=CC2=CC(=CC=C12)S(=O)(=O)NC1=NOC=C1)=O)OC (racemic 1-(6-(3-fluorophenyl)-4-methoxy-3-pyridinyl)-N-3-isoxazolyl-2-oxo-1,2-dihydro-6-quinolinesulfonamide). The yield is 66.1%. RXN SMILES: C1COCC1.[F:6][C:7]1[CH:8]=[C:9]([C:13]2[N:18]=[CH:17][C:16]([N:19]3[C:28]4[C:23](=[CH:24][C:25]([S:29](OC5C(F)=C(F)C(F)=C(F)C=5F)(=[O:31])=[O:30])=[CH:26][CH:27]=4)[CH:22]=[CH:21][C:20]3=[O:44])=[C:15]([O:45][CH3:46])[CH:14]=2)[CH:10]=[CH:11][CH:12]=1.[NH2:47][C:48]1[CH:52]=[CH:51][O:50][N:49]=1.C[Si]([N-][Si](C)(C)C)(C)C.[Li+]>C(Cl)Cl.CCOC(C)=O.CCO>[F:6][C:7]1[CH:8]=[C:9]([C:13]2[N:18]=[CH:17][C:16]([N:19]3[C:28]4[C:23](=[CH:24][C:25]([S:29]([NH:47][C:48]5[CH:52]=[CH:51][O:50][N:49]=5)(=[O:30])=[O:31])=[CH:26][CH:27]=4)[CH:22]=[CH:21][C:20]3=[O:44])=[C:15]([O:45][CH3:46])[CH:14]=2)[CH:10]=[CH:11][CH:12]=1 |f:3.4,6.7|. Reported procedure: A THF (2.4 mL) solution of perfluorophenyl 1-(6-(3-fluorophenyl)-4-methoxypyridin-3-yl)-2-oxo-1,2-dihydroquinoline-6-sulfonate (140 mg, 0.236 mmol) and 3-aminoisoxazole (19.20 μl, 0.260 mmol) in a 40-mL vial was cooled to 0° C. and subsequently treated with lithium bis(trimethylsilyl)amide, 1.0M solution in THF (496 μl, 0.496 mmol). After stirring the yellow solution at 0° C. for 20 min, the reaction was quenched at 0° C. with 1 N HCl and extracted thrice with EtOAc. The organic extracts were co... The reactants are ClC=1C(N(C=C(C1)C(C(C)C1=C(C=C(C=C1)O)Cl)(C(F)(F)F)O)C)=O (3-chloro-5-[2-(2-chloro-4-hydroxy-phenyl)-1-hydroxy-1-trifluoromethyl-propyl]-1-methyl-1H-pyridin-2-one), COC(C1=CN=C(C=C1C(F)(F)F)Cl)=O (methyl-6-chloro-4-(trifluoromethyl)-nicotinate), N12CCN(CC1)CC2 (1,4-diazabicyclo[2.2.2]octane). Solvent: C(C)N(CC)CC (triethylamine). Yields the product COC(C1=CN=C(C=C1C(F)(F)F)OC1=CC(=C(C=C1)C(C(C(F)(F)F)(O)C1=CN(C(C(=C1)Cl)=O)C)C)Cl)=O (6-{3-Chloro-4-[2-(5-chloro-1-methyl-6-oxo-1,6-dihydro-pyridin-3-yl)-3,3,3-trifluoro-2-hydroxy-1-methyl-propyl]-phenoxy}-4-trifluoromethyl-nicotinic acid methyl ester). As a reaction SMILES: [Cl:1][C:2]1[C:3](=[O:25])[N:4]([CH3:24])[CH:5]=[C:6]([C:8]([OH:23])([C:19]([F:22])([F:21])[F:20])[CH:9]([C:11]2[CH:16]=[CH:15][C:14]([OH:17])=[CH:13][C:12]=2[Cl:18])[CH3:10])[CH:7]=1.[CH3:26][O:27][C:28](=[O:40])[C:29]1[C:34]([C:35]([F:38])([F:37])[F:36])=[CH:33][C:32](Cl)=[N:31][CH:30]=1.N12CCN(CC1)CC2>C(N(CC)CC)C>[CH3:26][O:27][C:28](=[O:40])[C:29]1[C:34]([C:35]([F:36])([F:37])[F:38])=[CH:33][C:32]([O:17][C:14]2[CH:15]=[CH:16][C:11]([CH:9]([CH3:10])[C:8]([C:6]3[CH:7]=[C:2]([Cl:1])[C:3](=[O:25])[N:4]([CH3:24])[CH:5]=3)([OH:23])[C:19]([F:21])([F:22])[F:20])=[C:12]([Cl:18])[CH:13]=2)=[N:31][CH:30]=1. Procedure details: In analogy to Example 163, 3-chloro-5-[2-(2-chloro-4-hydroxy-phenyl)-1-hydroxy-1-trifluoromethyl-propyl]-1-methyl-1H-pyridin-2-one (Example 221, step 5) was reacted with methyl-6-chloro-4-(trifluoromethyl)-nicotinate in the presence of triethylamine and 1,4-diazabicyclo[2.2.2]octane to give the title compound as an off-white solid. MS (m/e)=599.1 [M+H+]. Starting materials: CCOC(C)=O, CN1CCCC1=O, Nc1ccc(OCc2cccc(F)c2)c(Cl)c1, OCCn1ccc2ncnc(Cl)c21. Yields the product OCCn1ccc2ncnc(Nc3ccc(OCc4cccc(F)c4)c(Cl)c3)c21. As a reaction SMILES: [CH3:31][CH2:32][O:33][C:34](=[O:35])[CH3:36].[CH3:37][N:38]1[CH2:39][CH2:40][CH2:41][C:42]1=[O:43].[Cl:14][c:15]1[cH:16][c:17]([NH2:18])[cH:19][cH:20][c:21]1[O:22][CH2:23][c:24]1[cH:25][c:26]([F:30])[cH:27][cH:28][cH:29]1.[Cl:1][c:2]1[c:3]2[c:4]([n:5][cH:6][n:7]1)[cH:8][cH:9][n:10]2[CH2:11][CH2:12][OH:13]>>[c:2]1([NH:18][c:17]2[cH:16][c:15]([Cl:14])[c:21]([O:22][CH2:23][c:24]3[cH:25][c:26]([F:30])[cH:27][cH:28][cH:29]3)[cH:20][cH:19]2)[c:3]2[c:4]([n:5][cH:6][n:7]1)[cH:8][cH:9][n:10]2[CH2:11][CH2:12][OH:13].